From a dataset of the Open Reaction Database (ORD), a public repository of structured organic reaction records. describe an organic reaction: reactants, conditions, products, and yield The reactants are N.B (ammonia borane), [H][H] (hydrogen), TEFLON, [N+](=O)([O-])C1=NNC(=N1)[N+](=O)[O-] (3,5-dinitro-1H-1,2,4-triazole), PTFE. The solvent is glass. Conditions: temperature -196 celsius, time 30 minute. The product is [N+](=O)([O-])C1=NN(C(=N1)[N+](=O)[O-])[B-](N1N=C(N=C1[N+](=O)[O-])[N+](=O)[O-])(N1N=C(N=C1[N+](=O)[O-])[N+](=O)[O-])N1N=C(N=C1[N+](=O)[O-])[N+](=O)[O-].[NH4+] (ammonium tetrakis(3,5-dinitro-1H-1,2,4-triazolyl)borate). As a reaction SMILES: [N+:1]([C:4]1[N:8]=[C:7]([N+:9]([O-:11])=[O:10])[NH:6][N:5]=1)([O-:3])=[O:2].[NH3:12].[BH3:13].[H][H]>>[N+:1]([C:4]1[N:8]=[C:7]([N+:9]([O-:11])=[O:10])[N:6]([B-:13]([N:5]2[C:4]([N+:1]([O-:3])=[O:2])=[N:8][C:7]([N+:9]([O-:11])=[O:10])=[N:6]2)([N:5]2[C:4]([N+:1]([O-:3])=[O:2])=[N:8][C:7]([N+:9]([O-:11])=[O:10])=[N:6]2)[N:12]2[C:7]([N+:9]([O-:11])=[O:10])=[N:8][C:4]([N+:1]([O-:3])=[O:2])=[N:5]2)[N:5]=1)([O-:3])=[O:2].[NH4+:1] |f:1.2,4.5|. Procedure: A 150 mL glass ampule equipped with a grease free high-vacuum PTFE valve and a TEFLON™ coated stir bar was flamed-out under vacuum. Inside the dry-box, the ampule was loaded with 1.18 g (8.00 mmol) 3,5-dinitro-1H-1,2,4-triazole and 61.6 mg (2.00 mmol) ammonia borane. The ampule was connected to a vacuum line, evacuated and cooled to −196° C. About 10 mL of dry dimethoxyethane was slowly condensed into the ampule. The ampule was closed and allowed to warm to ambient temperature. After 30 minutes,... Reactants: COC=1C=C(C(=O)N2CC(CC2)(CCOS(=O)(=O)C)C2=CC=CC=C2)C=C(C1OC)OC (1-(3,4,5-trimethoxybenzoyl)-3-phenyl-3-(2-methanesulfonyloxyethyl)pyrrolidine), CO.ClCCl (methanol dichloromethane), I.C(C)OCCN1C(=NC2=C1C=CC=C2)N2CCNCCC2 (4-(1-(2-ethoxyethyl)-1H-benzimidazol-2-yl)[1,4]diazepane hydriodic acid salt), C(C)(C)N(C(C)C)CC (N,N-diisopropylethylamine). Run in C(C)#N (acetonitrile), ClCCl (dichloromethane), C(C)(=O)OCC (ethyl acetate). Conditions: time 18 hour. The product is COC=1C=C(C(=O)N2CC(CC2)(C2=CC=CC=C2)CCN2CCN(CCC2)C2=NC3=C(N2CCOCC)C=CC=C3)C=C(C1OC)OC (1-(3,4,5-Trimethoxybenzoyl)-3-(2-(4-(1-(2-ethoxyethyl)-1H-benzimidazol-2-yl)[1,4]diazepan-1-yl)ethyl)-3-phenylpyrrolidine). RXN SMILES: [CH3:1][O:2][C:3]1[CH:4]=[C:5]([CH:26]=[C:27]([O:31][CH3:32])[C:28]=1[O:29][CH3:30])[C:6]([N:8]1[CH2:12][CH2:11][C:10]([C:20]2[CH:25]=[CH:24][CH:23]=[CH:22][CH:21]=2)([CH2:13][CH2:14]OS(C)(=O)=O)[CH2:9]1)=[O:7].I.[CH2:34]([O:36][CH2:37][CH2:38][N:39]1[C:43]2[CH:44]=[CH:45][CH:46]=[CH:47][C:42]=2[N:41]=[C:40]1[N:48]1[CH2:54][CH2:53][CH2:52][NH:51][CH2:50][CH2:49]1)[CH3:35].C(N(CC)C(C)C)(C)C.CO.ClCCl>C(#N)C.C(OCC)(=O)C.ClCCl>[CH3:32][O:31][C:27]1[CH:26]=[C:5]([CH:4]=[C:3]([O:2][CH3:1])[C:28]=1[O:29][CH3:30])[C:6]([N:8]1[CH2:12][CH2:11][C:10]([CH2:13][CH2:14][N:51]2[CH2:52][CH2:53][CH2:54][N:48]([C:40]3[N:39]([CH2:38][CH2:37][O:36][CH2:34][CH3:35])[C:43]4[CH:44]=[CH:45][CH:46]=[CH:47][C:42]=4[N:41]=3)[CH2:49][CH2:50]2)([C:20]2[CH:25]=[CH:24][CH:23]=[CH:22][CH:21]=2)[CH2:9]1)=[O:7] |f:1.2,4.5|. Procedure details: Combine 1-(3,4,5-trimethoxybenzoyl)-3-phenyl-3-(2-methanesulfonyloxyethyl)pyrrolidine (prepared from (−)-3-phenyl-3-(2-hydroxyethyl)pyrrolidine(R,R)-di-p-anisoyltartaric acid salt) (5.5 g, 11.9 mmol), 4-(1-(2-ethoxyethyl)-1H-benzimidazol-2-yl)[1,4]diazepane hydriodic acid salt (7.0 g, 12.9 mmol), and N,N-diisopropylethylamine (9.0 mL, 51.4 mmol) in acetonitrile (100 mL). Heat to reflux. After 18 hours, cool to ambient temperature and dilute the reaction mixture with ethyl acetate (400 mL). Extra... The solvent is O (water). Reaction SMILES: [NH2:1][C@:2]1([C:11]([O:13]C)=[O:12])[CH2:4][C@@H:3]1[C:5]1[CH:10]=[CH:9][CH:8]=[CH:7][CH:6]=1.[ClH:15]>O>[ClH:15].[NH2:1][C@:2]1([C:11]([OH:13])=[O:12])[CH2:4][C@@H:3]1[C:5]1[CH:10]=[CH:9][CH:8]=[CH:7][CH:6]=1 |f:3.4|. The reactants are N[C@]1([C@H](C1)C1=CC=CC=C1)C(=O)OC ((1R,2R)-methyl 1-amino-2-phenylcyclopropanecarboxylate), Cl (hydrochloric acid). Procedure: A mixture of (1R,2R)-methyl 1-amino-2-phenylcyclopropanecarboxylate (14 mg), water (4 mL) and hydrochloric acid (37% w/v, 6 mL) was heated under reflux for 6 h. The mixture was evaporated to dryness, triturated with diethyl ether and the solid collected and dried to give the subtitle compound (14 mg) as a colourless solid. Yields the product Cl.N[C@]1([C@H](C1)C1=CC=CC=C1)C(=O)O ((1R,2R)-1-Amino-2-phenylcyclopropanecarboxylic Acid Hydrochloride). The product is OC(C)C=1OC(C2=CC=CC=C2C1C1=CC=C(S1)CN1CCN(CC1)C(=O)OCC1=CC=CC=C1)=O (benzyl 4-((5-(3-(1-hydroxyethyl)-1-oxo-1H-isochromen-4-yl)thiophen-2-yl)methyl)piperazine-1-carboxylate). Starting materials: OC(C)C=1OC(C2=CC=CC=C2C1C1=CC=C(S1)C=O)=O (5-(3-(1-hydroxyethyl)-1-oxo-1H-isochromen-4-yl)thiophene-2-carbaldehyde), OC(C)C=1OC(C2=CC=CC=C2C1C1=CC=C(S1)C=O)=O (5-(3-(1-hydroxyethyl)-1-oxo-1H-isochromen-4-yl)thiophene-2-carbaldehyde), C(=O)(O)[O-].[Na+] (NaHCO3), [Na] (sodium), C(C)(=O)O (acetic acid), N1(CCNCC1)C(=O)OCC1=CC=CC=C1 (benzyl piperazine-1-carboxylate). RXN SMILES: [OH:1][CH:2]([C:4]1[O:5][C:6](=[O:21])[C:7]2[C:12]([C:13]=1[C:14]1[S:18][C:17]([CH:19]=O)=[CH:16][CH:15]=1)=[CH:11][CH:10]=[CH:9][CH:8]=2)[CH3:3].C(O)(=O)C.[N:26]1([C:32]([O:34][CH2:35][C:36]2[CH:41]=[CH:40][CH:39]=[CH:38][CH:37]=2)=[O:33])[CH2:31][CH2:30][NH:29][CH2:28][CH2:27]1.[Na].C([O-])(O)=O.[Na+]>C(Cl)Cl>[OH:1][CH:2]([C:4]1[O:5][C:6](=[O:21])[C:7]2[C:12]([C:13]=1[C:14]1[S:18][C:17]([CH2:19][N:29]3[CH2:30][CH2:31][N:26]([C:32]([O:34][CH2:35][C:36]4[CH:41]=[CH:40][CH:39]=[CH:38][CH:37]=4)=[O:33])[CH2:27][CH2:28]3)=[CH:16][CH:15]=1)=[CH:11][CH:10]=[CH:9][CH:8]=2)[CH3:3] |f:4.5,^1:41|. Procedure details: In a 250 ml round bottomed flask 5-(3-(1-hydroxyethyl)-1-oxo-1H-isochromen-4-yl)thiophene-2-carbaldehyde (Intermediate B37) (780 mg, 2.60 mmol) was dissolved in 30 ml of DCM then acetic acid (0.446 ml, 7.79 mmol) and benzyl piperazine-1-carboxylate (1.503 ml, 7.79 mmol) were added. After few minutes sodium triacetoxyhydroborate (2.75 g, 12.99 mmol) was added and the mixture was stirred at r.t. The mixture was poured into 100 ml of DCM and 100 NaHCO3 sat. sol. then phases were separated and the o... The solvent is C(Cl)Cl (DCM), C(Cl)Cl (DCM). Yield: 68.8%. Yields the product CC1(C)CC(NC(=O)CCC(=O)OOC(C)(C)C)CC(C)(C)N1. RXN SMILES: [C:12]([CH3:13])([CH3:14])([CH3:15])[O:16][O:17][C:18]([CH2:19][CH2:20][C:21](=[O:22])[Cl:23])=[O:24].[C:26]([O:27][O:28][C:29](=[O:30])[CH2:31][CH2:32][C:33]([OH:34])=[O:35])([CH3:36])([CH3:37])[CH3:38].[CH2:40]([Cl:41])[Cl:42].[CH3:1][C:2]1([CH3:11])[NH:3][C:4]([CH3:9])([CH3:10])[CH2:5][CH:6]([NH2:8])[CH2:7]1.[Cl-:25].[O:39]>>[CH3:1][C:2]1([CH3:11])[NH:3][C:4]([CH3:9])([CH3:10])[CH2:5][CH:6]([NH:8][C:21]([CH2:20][CH2:19][C:18]([O:17][O:16][C:12]([CH3:13])([CH3:14])[CH3:15])=[O:24])=[O:22])[CH2:7]1. Reactants: CC(C)(C)OOC(=O)CCC(=O)Cl, CC(C)(C)OOC(=O)CCC(=O)O, ClCCl, CC1(C)CC(N)CC(C)(C)N1, [Cl-], O.